Task: describe an organic reaction: reactants, conditions, products, and yield. Dataset: the Open Reaction Database (ORD), a public repository of structured organic reaction records The reactants are O=S1(N(CCC1)CCN1C(C(=C(C2=NC=C(C=C12)CC1=CC=C(C=C1)F)O)C(=O)OCC)=O)=O (ethyl 1-[2-(1, 1-dioxido-2-isothiazolidinyl)ethyl]-7-[(4-fluorophenyl)methyl]-4-hydroxy-2-oxo-1,2-dihydro-1,5-naphthyridine-3-carboxylate), COCCN (2-methoxyethylamine). Yields the product O=S1(N(CCC1)CCN1C(C(=C(C2=NC=C(C=C12)CC1=CC=C(C=C1)F)O)C(=O)NCCOC)=O)=O (1-[2-(1,1-Dioxido-2-isothiazolidinyl)ethyl]-7-[(4-fluorophenyl)methyl]-4-hydroxy-N-[2-(methyloxy)ethyl]-2-oxo-1,2-dihydro-1,5-naphthyridine-3-carboxamide). Reaction SMILES: [O:1]=[S:2]1(=[O:34])[CH2:6][CH2:5][CH2:4][N:3]1[CH2:7][CH2:8][N:9]1[C:18]2[C:13](=[N:14][CH:15]=[C:16]([CH2:19][C:20]3[CH:25]=[CH:24][C:23]([F:26])=[CH:22][CH:21]=3)[CH:17]=2)[C:12]([OH:27])=[C:11]([C:28](OCC)=[O:29])[C:10]1=[O:33].[CH3:35][O:36][CH2:37][CH2:38][NH2:39]>>[O:34]=[S:2]1(=[O:1])[CH2:6][CH2:5][CH2:4][N:3]1[CH2:7][CH2:8][N:9]1[C:18]2[C:13](=[N:14][CH:15]=[C:16]([CH2:19][C:20]3[CH:25]=[CH:24][C:23]([F:26])=[CH:22][CH:21]=3)[CH:17]=2)[C:12]([OH:27])=[C:11]([C:28]([NH:39][CH2:38][CH2:37][O:36][CH3:35])=[O:29])[C:10]1=[O:33]. Procedure details: This compound was prepared from ethyl 1-[2-(1, 1-dioxido-2-isothiazolidinyl)ethyl]-7-[(4-fluorophenyl)methyl]-4-hydroxy-2-oxo-1,2-dihydro-1,5-naphthyridine-3-carboxylate and 2-methoxyethylamine employing methods similar to those described in Example 202 and was obtained as a white solid. 1H NMR (400 MHz, CDCl3) δ 10.24 (s, 1 H), 8.58 (s, 1 H), 7.86 (s, 1 H), 7.24 (m, 2 H), 7.01 (t, J=8.6 Hz, 2 H), 4.42 (t, J=7.0 Hz, 2 H), 4.12 (s, 2 H), 3.65 (m, 2 H), 3.59 (m, 2 H), 3.42 (s, 3 H), 3.36 (t, J=6.9... Starting materials: ClC=1N=CN(C1)C1=C(C=C(C(=O)OC)C=C1)OC (methyl 4-(4-chloro-1H-imidazol-1-yl)-3-methoxybenzoate), O.NN (hydrazine monohydrate). Solvent: CO (methanol). Reaction conditions: temperature 60 celsius, time 8 hour. Product: ClC=1N=CN(C1)C1=C(C=C(C(=O)NN)C=C1)OC (4-(4-chloro-1H-imidazol-1-yl)-3-methoxybenzohydrazide). As a reaction SMILES: [Cl:1][C:2]1[N:3]=[CH:4][N:5]([C:7]2[CH:16]=[CH:15][C:10]([C:11](OC)=[O:12])=[CH:9][C:8]=2[O:17][CH3:18])[CH:6]=1.O.[NH2:20][NH2:21]>CO>[Cl:1][C:2]1[N:3]=[CH:4][N:5]([C:7]2[CH:16]=[CH:15][C:10]([C:11]([NH:20][NH2:21])=[O:12])=[CH:9][C:8]=2[O:17][CH3:18])[CH:6]=1 |f:1.2|. Reported procedure: To a mixture of methyl 4-(4-chloro-1H-imidazol-1-yl)-3-methoxybenzoate (25.5 mg) in methanol (1 mL) was added hydrazine monohydrate (0.019 mL) at room temperature, the mixture was stirred at 60° C. overnight, and the solvent was evaporated under reduced pressure. The residue was washed with ethyl acetate to give the title compound (12.7 mg). Reactants: [Na] (sodium), CSC1=CC=C(C=C1)N=C=S (4-(methylthio)phenyl isothiocyanate), CC(=O)C (acetone), CC(=O)C (acetone), Cl.C(CCCCCC)(=N)N (heptanamidine hydrochloride). Run in C1=CC=CC=C1.CCCCC (benzene n-pentane). Product: CSC1=CC=C(C=C1)NC(=S)NC(CCCCCC)=N (1-[4-(methylthio)phenyl]-3-(heptanimidoyl)-2-thiourea). Reaction SMILES: [Na].CC(C)=O.Cl.[C:7]([NH2:15])(=[NH:14])[CH2:8][CH2:9][CH2:10][CH2:11][CH2:12][CH3:13].[CH3:16][S:17][C:18]1[CH:23]=[CH:22][C:21]([N:24]=[C:25]=[S:26])=[CH:20][CH:19]=1>C1C=CC=CC=1.CCCCC>[CH3:16][S:17][C:18]1[CH:19]=[CH:20][C:21]([NH:24][C:25]([NH:14][C:7](=[NH:15])[CH2:8][CH2:9][CH2:10][CH2:11][CH2:12][CH3:13])=[S:26])=[CH:22][CH:23]=1 |f:2.3,5.6,^1:0|. Procedure details: Following a procedure similar to that described in Example 42 but using 3.4 g. sodium in 500 ml. dry acetone, 24.7 g. heptanamidine hydrochloride, and 27.2 g. 4-(methylthio)phenyl isothiocyanate (m.p. 60°-61°C.; prepared from 4-methylthioaniline) in 120 ml. dry acetone there was obtained 1-[4-(methylthio)phenyl]-3-(heptanimidoyl)-2-thiourea, m.p. 100°-101°C. (from benzene-n-pentane); hydrochloride (43.5 g.), m.p. 181°-182°C. The reactants are N1=CC=C(C=C1)CCN1CC2N(C3=CC=C(C=C3NC2=O)C(F)(F)F)CC1 (2,3,4,4a-tetrahydro-3-[2-(4-pyridinyl)ethyl]-8-trifluoromethyl-1H-pyrazino[1,2-a]quinoxalin-5(6H)-one), C(C)O (ethanol), Cl (hydrochloric acid). The reagents and catalysts are [Pt]=O (platinum oxide). Solvent: O (water). Product: N1CCC(CC1)CCN1CC2N(C3=CC=C(C=C3NC2=O)C(F)(F)F)CC1 (2,3,4,4a-Tetrahydro-3-[2-(4-Piperidinyl)Ethyl]-8-(Trifluoromethyl)-1H-Pyrazino[1,2-a]Quinoxalin-5(6H)-One). As a reaction SMILES: [N:1]1[CH:6]=[CH:5][C:4]([CH2:7][CH2:8][N:9]2[CH2:27][CH2:26][N:12]3[C:13]4[C:18]([NH:19][C:20](=[O:21])[CH:11]3[CH2:10]2)=[CH:17][C:16]([C:22]([F:25])([F:24])[F:23])=[CH:15][CH:14]=4)=[CH:3][CH:2]=1.C(O)C.Cl>[Pt]=O.O>[NH:1]1[CH2:6][CH2:5][CH:4]([CH2:7][CH2:8][N:9]2[CH2:27][CH2:26][N:12]3[C:13]4[C:18]([NH:19][C:20](=[O:21])[CH:11]3[CH2:10]2)=[CH:17][C:16]([C:22]([F:25])([F:23])[F:24])=[CH:15][CH:14]=4)[CH2:3][CH2:2]1. Reported procedure: A mixture of 5 g. (0.014 mole) of 2,3,4,4a-tetrahydro-3-[2-(4-pyridinyl)ethyl]-8-trifluoromethyl-1H-pyrazino[1,2-a]quinoxalin-5(6H)-one, 60 ml. of ethanol, 120 ml. of water, 12 ml. of concentrated hydrochloric acid and 1 g. of platinum oxide catalyst was hydrogenated in a Parr apparatus for 2 hours. The catalyst was filtered and the solvents removed. The residue was crystallized two times from methanol to yield 42 g. of the title compound as the dihydrochloride salt, m.p. 279°-282° C.